This data is from the Open Reaction Database (ORD), a public repository of structured organic reaction records. The task is: describe an organic reaction: reactants, conditions, products, and yield Starting materials: OC1(CCNCC1)C1=CC=CC=C1 (4-Hydroxy-4-phenylpiperidine), C(C1=CC=CC=C1)Br (benzylbromide), C([O-])([O-])=O.[K+].[K+] (potassium carbonate). The solvent is CN(C)C=O (DMF), C(C)(=O)OCC (ethyl acetate). Run at time 2 hour. Product: C(C1=CC=CC=C1)N1CCC(CC1)(O)C1=CC=CC=C1 (1-Benzyl-4-phenyl-piperidin-4-ol). Yield: 62.8%. As a reaction SMILES: [OH:1][C:2]1([C:8]2[CH:13]=[CH:12][CH:11]=[CH:10][CH:9]=2)[CH2:7][CH2:6][NH:5][CH2:4][CH2:3]1.[CH2:14](Br)[C:15]1[CH:20]=[CH:19][CH:18]=[CH:17][CH:16]=1.C(=O)([O-])[O-].[K+].[K+]>CN(C=O)C.C(OCC)(=O)C>[CH2:14]([N:5]1[CH2:6][CH2:7][C:2]([C:8]2[CH:13]=[CH:12][CH:11]=[CH:10][CH:9]=2)([OH:1])[CH2:3][CH2:4]1)[C:15]1[CH:20]=[CH:19][CH:18]=[CH:17][CH:16]=1 |f:2.3.4|. Procedure: 4-Hydroxy-4-phenylpiperidine (0.5 g, 2.8 mmol), benzylbromide (0.5 g, 3 mmol) and potassium carbonate (0.8 g, 6 mmol) were dissolved in DMF (5 mL) and stirred for 2 hours. The mixture was diluted with ethyl acetate and washed with a solution of saturated aqueous sodium carbonate solution then dried over magnesium sulphate, filtered and the solvent removed by evaporation under vacuum. The resulting solid was recrystallised from pentane to give the title compound as a white solid (0.47 g). LCMS m/...